This data is from the Open Reaction Database (ORD), a public repository of structured organic reaction records. The task is: describe an organic reaction: reactants, conditions, products, and yield Reactants: CC(C)(C)OC(=O)NC(Cc1ccccc1)C1CO1, c1ccc2c(c1)CCNC2. Product: CC(C)(C)OC(=O)NC(Cc1ccccc1)C(O)CN1CCc2ccccc2C1. As a reaction SMILES: [C:1]([CH3:2])([CH3:3])([CH3:4])[O:5][C:6]([NH:7][CH:8]([CH2:9][c:10]1[cH:11][cH:12][cH:13][cH:14][cH:15]1)[CH:16]1[O:17][CH2:18]1)=[O:19].[CH2:20]1[NH:21][CH2:22][CH2:23][c:24]2[cH:25][cH:26][cH:27][cH:28][c:29]21>>[C:1]([CH3:2])([CH3:3])([CH3:4])[O:5][C:6]([NH:7][CH:8]([CH2:9][c:10]1[cH:11][cH:12][cH:13][cH:14][cH:15]1)[CH:16]([OH:17])[CH2:18][N:21]1[CH2:20][c:29]2[c:24]([cH:25][cH:26][cH:27][cH:28]2)[CH2:23][CH2:22]1)=[O:19].